Dataset: the Open Reaction Database (ORD), a public repository of structured organic reaction records. Task: describe an organic reaction: reactants, conditions, products, and yield Starting materials: COC1=C(C(=CC=C1)OC)C1CCCC(N1)=O (6-(2,6-dimethoxyphenyl)piperidin-2-one), BrCC1=CC(=C(C=C1)OC(F)(F)F)F (4-(bromomethyl)-2-fluoro-1-(trifluoromethoxy)benzene). Yields the product COC1=C(C(=CC=C1)OC)C1CCCC(N1CC1=CC(=C(C=C1)OC(F)(F)F)F)=O (6-(2,6-dimethoxyphenyl)-1-(3-fluoro-4-(trifluoromethoxy)benzyl)piperidin-2-one). Reaction SMILES: [CH3:1][O:2][C:3]1[CH:8]=[CH:7][CH:6]=[C:5]([O:9][CH3:10])[C:4]=1[CH:11]1[NH:16][C:15](=[O:17])[CH2:14][CH2:13][CH2:12]1.Br[CH2:19][C:20]1[CH:25]=[CH:24][C:23]([O:26][C:27]([F:30])([F:29])[F:28])=[C:22]([F:31])[CH:21]=1>>[CH3:1][O:2][C:3]1[CH:8]=[CH:7][CH:6]=[C:5]([O:9][CH3:10])[C:4]=1[CH:11]1[N:16]([CH2:19][C:20]2[CH:25]=[CH:24][C:23]([O:26][C:27]([F:28])([F:29])[F:30])=[C:22]([F:31])[CH:21]=2)[C:15](=[O:17])[CH2:14][CH2:13][CH2:12]1. Procedure: Prepared according to the described general procedure 4 (GP4) by reaction of 6-(2,6-dimethoxyphenyl)piperidin-2-one with commercially available 4-(bromomethyl)-2-fluoro-1-(trifluoromethoxy)benzene. Subsequent purification by preparative HPLC afforded the target compound. LC-MS (conditions E): tR=0.81 min.; [M+H]+: 428.21 g/mol.